This data is from the Open Reaction Database (ORD), a public repository of structured organic reaction records. The task is: describe an organic reaction: reactants, conditions, products, and yield Solvent: O (water), alcohol. Run at time 30 minute. Reactants: CC1(OC=2C(=CC3=C(N=C(N3)S)C2)O1)C (2,2-dimethyl-5H-1,3-dioxolo-(4,5-f)benzimidazole-6-thiol), [OH-].[Na+] (sodium hydroxide), Cl.ClCC1=NC=CC=C1 (2-chloromethyl-pyridine hydrochloride). Yield: 73.3%. Reported procedure: To 4.45 g of 2,2-dimethyl-5H-1,3-dioxolo-(4,5-f)benzimidazole-6-thiol, suspended in 100 ml of alcohol, were added dropwise while stirring 1.63 g of sodium hydroxide in 50 ml of water and, after 30 minutes, there were added 3.4 g of 2-chloromethyl-pyridine hydrochloride. The mixture was left to boil at reflux overnight, then evaporated and the residue was taken up in 500 ml of ethyl acetate. This was washed with 100 ml of 3N sodium hydroxide, three times with 100 ml of water, dried over sodium su... Yields the product CC1(OC=2C(=CC3=C(N=C(N3)SCC3=NC=CC=C3)C2)O1)C (2,2-dimethyl-6-[(2-pyridyl-methyl)thio]-5H-1,3-dioxolo(4,5-f)benzimidazole). As a reaction SMILES: [CH3:1][C:2]1([CH3:15])[O:14][C:5]2=[CH:6][C:7]3[NH:11][C:10]([SH:12])=[N:9][C:8]=3[CH:13]=[C:4]2[O:3]1.[OH-].[Na+].Cl.Cl[CH2:20][C:21]1[CH:26]=[CH:25][CH:24]=[CH:23][N:22]=1>O>[CH3:1][C:2]1([CH3:15])[O:3][C:4]2=[CH:13][C:8]3[NH:9][C:10]([S:12][CH2:20][C:21]4[CH:26]=[CH:25][CH:24]=[CH:23][N:22]=4)=[N:11][C:7]=3[CH:6]=[C:5]2[O:14]1 |f:1.2,3.4|.